The task is: describe an organic reaction: reactants, conditions, products, and yield. This data is from the Open Reaction Database (ORD), a public repository of structured organic reaction records. As a reaction SMILES: [Cl-:24].[Cl:1][c:2]1[c:3]([C:4](=[O:5])[O:6][CH:7]([C:8](=[O:9])[O:10][CH2:11][CH3:12])[C:13](=[CH2:14])[CH3:15])[cH:16][c:17]([N+:21]([O-:22])=[O:23])[c:18]([F:20])[cH:19]1.[NH4+:25].[O:26]1[CH2:27][CH2:28][CH2:29][CH2:30]1.[Zn:31]>>[Cl:1][c:2]1[c:3]([C:4](=[O:5])[O:6][CH:7]([C:8](=[O:9])[O:10][CH2:11][CH3:12])[C:13](=[CH2:14])[CH3:15])[cH:16][c:17]([NH2:21])[c:18]([F:20])[cH:19]1. Yields the product C=C(C)C(OC(=O)c1cc(N)c(F)cc1Cl)C(=O)OCC. Starting materials: [Cl-], C=C(C)C(OC(=O)c1cc([N+](=O)[O-])c(F)cc1Cl)C(=O)OCC, [NH4+], C1CCOC1, [Zn]. Starting materials: O=[O+][O-] (ozone), O=[O+][O-] (ozone), C(C=CC)C1C(C2=CC=CC(=C2C1)Cl)=O ((RS)-2-(2-buten-1-yl)-4-chloro-1-indanone). Run in ClCCl (dichloromethane), CO (methanol). Reaction conditions: time 90 minute. The product is O=CCC1C(C2=CC=CC(=C2C1)Cl)=O ((RS)-2-(2-oxoethyl)-4-chloro-1-indanone). The yield is 97.0%. RXN SMILES: [O:1]=[O+][O-].[CH2:4]([CH:8]1[CH2:16][C:15]2[C:10](=[CH:11][CH:12]=[CH:13][C:14]=2[Cl:17])[C:9]1=[O:18])[CH:5]=CC>ClCCl.CO>[O:1]=[CH:5][CH2:4][CH:8]1[CH2:16][C:15]2[C:10](=[CH:11][CH:12]=[CH:13][C:14]=2[Cl:17])[C:9]1=[O:18]. Procedure details: An ozone stream (3 g ozone/hour) was conducted for 90 minutes while stirring through a solution, cooled to -70°, of 15.1 g of (RS)-2-(2-buten-1-yl)-4-chloro-1-indanone in 200 ml of anhydrous dichloromethane and 40 ml of anhydrous methanol. Subsequently, the solution was flushed with oxygen for 5 minutes and with argon for 10 minutes. After the addition of 7.55 ml of dimethyl sulfide the mixture was stirred at room temperature for 20 hours. The reaction mixture was evaporated in a vacuum. The res... Reactants: O1C2C=CCCC21 (3,4-epoxycyclohexene), N1C(N)=NC=2N=CNC2C1=O (guanine), CO (methanol). The reagents and catalysts are [Pd] (palladium(0)). The solvent is O1CCCC1 (tetrahydrofuran). Product: OC1C=CC(CC1)N1C=2N=C(NC(C2N=C1)=O)N (9-[(1RS,4SR)-4-hydroxy-cyclohex-2-en-1-yl]guanine). Yield: 25.1%. RXN SMILES: [NH:1]1[C:10](=[O:11])[C:9]2[NH:8][CH:7]=[N:6][C:5]=2[N:4]=[C:2]1[NH2:3].[O:12]1[CH:18]2[CH:13]1[CH:14]=[CH:15][CH2:16][CH2:17]2.CO>[Pd].O1CCCC1>[OH:12][CH:13]1[CH2:18][CH2:17][CH:16]([N:6]2[CH:7]=[N:8][C:9]3[C:10](=[O:11])[NH:1][C:2]([NH2:3])=[N:4][C:5]2=3)[CH:15]=[CH:14]1. Procedure: 7.56 g (50 mmol) of guanine are reacted with 2 mol % of the palladium(0) catalyst prepared in situ as above and one equivalent of 3,4-epoxycyclohexene in tetrahydrofuran first at 0° C. and then for 8 hours under reflux temperature, and the mixture is then poured into methanol. The reaction mixture is concentrated and the residue is taken up in 2-propanol and filtered off with suction. The residue is recrystallized first from ethanol with active charcoal and then from water. 3.1 g (25.1% of theor... Run in C(Cl)Cl (methylene chloride), O1CCCC1 (tetrahydrofuran), C(Cl)Cl (methylene chloride). Product: C(C)(C)NC=1C(=NC=CC1)N1CCN(CC1)C(=O)C1=NC=C(C(=O)NCC=2C=NC=CC2)C=C1 (6-[1-[3-(isopropylamino)-2-pyridyl]piperazin-4-yl-carbonyl]-N-(3-pyridylmethyl)nicotinamide). Starting materials: C(C)(C)NC=1C(=NC=CC1)N1CCN(CC1)C(=O)C1=NC=C(C(=O)O)C=C1 (6-[1-[3-(isopropylamino)-2-pyridyl]piperazin-4-yl-carbonyl]nicotinic acid), C1(CCCCC1)N=C=NC1CCCCC1 (1,3-dicyclohexylcarbodimide), ON1N=NC2=C1C=CC=C2 (1-hydroxybenzotriazole), NCC=1C=NC=CC1 (3-(aminomethyl)pyridine). Isolated yield 75.0%. Reaction SMILES: [CH:1]([NH:4][C:5]1[C:6]([N:11]2[CH2:16][CH2:15][N:14]([C:17]([C:19]3[CH:27]=[CH:26][C:22]([C:23]([OH:25])=O)=[CH:21][N:20]=3)=[O:18])[CH2:13][CH2:12]2)=[N:7][CH:8]=[CH:9][CH:10]=1)([CH3:3])[CH3:2].C1(N=C=NC2CCCCC2)CCCCC1.ON1C2C=CC=CC=2N=N1.[NH2:53][CH2:54][C:55]1[CH:56]=[N:57][CH:58]=[CH:59][CH:60]=1>C(Cl)Cl.O1CCCC1>[CH:1]([NH:4][C:5]1[C:6]([N:11]2[CH2:12][CH2:13][N:14]([C:17]([C:19]3[CH:27]=[CH:26][C:22]([C:23]([NH:53][CH2:54][C:55]4[CH:56]=[N:57][CH:58]=[CH:59][CH:60]=4)=[O:25])=[CH:21][N:20]=3)=[O:18])[CH2:15][CH2:16]2)=[N:7][CH:8]=[CH:9][CH:10]=1)([CH3:2])[CH3:3]. Procedure: 6-[1-[3-(isopropylamino)-2-pyridyl]piperazin-4-yl-carbonyl]nicotinic acid (2 g) was added to a co-solvent of tetrahydrofuran (30 ml) and methylene chloride (30 ml) and with the successive addition of 1,3-dicyclohexylcarbodimide (2.4 g) and 1-hydroxybenzotriazole (0.85 g) at 15° C.˜20° C., the mixture was reacted at the same temperature for 2 hours. With the addition of 3-(aminomethyl)pyridine (0.65 g) at 20° C., the reaction mixture was stirred at 20° C.˜25° C. for 2 hours. With the addition of ... Run at time 2 hour. Starting materials: CCOC(=O)CCCCBr, O=C([O-])O, Cc1ccccc1, [Na+], [O-][n+]1ccccc1. Yields the product CCOC(=O)CCCC=O. Reaction SMILES: [Br:1][CH2:2][CH2:3][CH2:4][CH2:5][C:6](=[O:7])[O:8][CH2:9][CH3:10].[C:11]([O-:12])(=[O:13])[OH:14].[CH3:23][c:24]1[cH:25][cH:26][cH:27][cH:28][cH:29]1.[Na+:15].[O-:16][n+:17]1[cH:18][cH:19][cH:20][cH:21][cH:22]1>>[CH:2]([CH2:3][CH2:4][CH2:5][C:6](=[O:7])[O:8][CH2:9][CH3:10])=[O:12]. The reactants are CCO, O=[N+]([O-])c1ccc2oc(-c3ccc4ccc(Cl)cc4n3)cc2c1, Cl, [Na+], [OH-]. Yields the product Nc1ccc2oc(-c3ccc4ccc(Cl)cc4n3)cc2c1. RXN SMILES: [CH3:27][CH2:28][OH:29].[Cl:1][c:2]1[cH:3][cH:4][c:5]2[cH:6][cH:7][c:8](-[c:12]3[o:13][c:14]4[c:15]([cH:16]3)[cH:17][c:18]([N+:21]([O-:22])=[O:23])[cH:19][cH:20]4)[n:9][c:10]2[cH:11]1.[ClH:24].[Na+:26].[OH-:25]>>[Cl:1][c:2]1[cH:3][cH:4][c:5]2[cH:6][cH:7][c:8](-[c:12]3[o:13][c:14]4[c:15]([cH:16]3)[cH:17][c:18]([NH2:21])[cH:19][cH:20]4)[n:9][c:10]2[cH:11]1.